From a dataset of the Open Reaction Database (ORD), a public repository of structured organic reaction records. describe an organic reaction: reactants, conditions, products, and yield Reactants: [BH4-].[Na+] (NaBH4), N1=C2C(=CC=C1)CCC2 (6,7-dihydro-5H-cyclopenta[b]pyridine), [O-]S(=O)(=O)[O-].[Mg+2] (MgSO4), [O-][Mn](=O)(=O)=O.[K+] (KMnO4). The solvent is CC(C)O (IPA), O (water), CC(=O)C (acetone), O (water). Reaction conditions: temperature 60 celsius, time 30 minute. The product is N1=C2C(=CC=C1)C(CC2)O (6,7-Dihydro-5H-cyclopenta[b]pyridin-5-ol). As a reaction SMILES: [N:1]1[CH:6]=[CH:5][CH:4]=[C:3]2[CH2:7][CH2:8][CH2:9][C:2]=12.[O-:10]S([O-])(=O)=O.[Mg+2].[O-][Mn](=O)(=O)=O.[K+].[BH4-].[Na+]>CC(C)=O.O.CC(O)C>[N:1]1[CH:6]=[CH:5][CH:4]=[C:3]2[CH:7]([OH:10])[CH2:8][CH2:9][C:2]=12 |f:1.2,3.4,5.6|. Procedure details: To a solution of 6,7-dihydro-5H-cyclopenta[b]pyridine (5.0 g, 42 mmol) and MgSO4 (10 g, 84 mmol) in acetone (250 mL) was added a solution of KMnO4 (13 g, 84 mmol) in water (500 mL) at 60 degrees. The mixture was allowed to stir for 30 minutes at 60° C. IPA was slowly added to quench excess KMnO4. The reaction was filtered through a pad of Celite. The filtrate was concentrated under reduced pressure and pumped on a high vacuum pump to ensure complete removal of water. The residue was dissolved in... The reactants are C(C)(C)(C)OC(N[C@H](CC1=CC=C(C=C1)C1=CC=CC=C1)CC1C(OC(OC1=O)(C)C)=O)=O ([(S)-2-Biphenyl-4-yl-1-(2,2-dimethyl-4,6-dioxo-[1,3]dioxan-5-ylmethyl)ethyl]-carbamic acid t-butyl ester). The solvent is C1(=CC=CC=C1)C (toluene). Product: C(C)(C)(C)OC(=O)N1[C@@H](CCC1=O)CC1=CC=C(C=C1)C1=CC=CC=C1 ((S)-2-biphenyl-4-ylmethyl-5-oxopyrrolidine-1-carboxylic acid t-butyl ester). Reaction SMILES: [C:1]([O:5][C:6](=[O:33])[NH:7][C@@H:8]([CH2:22][CH:23]1C(=O)OC(C)(C)O[C:24]1=[O:32])[CH2:9][C:10]1[CH:15]=[CH:14][C:13]([C:16]2[CH:21]=[CH:20][CH:19]=[CH:18][CH:17]=2)=[CH:12][CH:11]=1)([CH3:4])([CH3:3])[CH3:2]>C1(C)C=CC=CC=1>[C:1]([O:5][C:6]([N:7]1[C:24](=[O:32])[CH2:23][CH2:22][C@H:8]1[CH2:9][C:10]1[CH:11]=[CH:12][C:13]([C:16]2[CH:17]=[CH:18][CH:19]=[CH:20][CH:21]=2)=[CH:14][CH:15]=1)=[O:33])([CH3:3])([CH3:4])[CH3:2]. Reported procedure: A solution of [(S)-2-Biphenyl-4-yl-1-(2,2-dimethyl-4,6-dioxo-[1,3]dioxan-5-ylmethyl)ethyl]-carbamic acid t-butyl ester (143 g, 320 mmol) in anhydrous toluene (1 L) was heated to reflux under nitrogen overnight. The solvent was removed under reduced pressure to give (S)-2-biphenyl-4-ylmethyl-5-oxopyrrolidine-1-carboxylic acid t-butyl ester, which was directly used without further purification and added to a solution of 3N HCl in EtOAc (1.2 L). The resulting mixture was stirred for 3 hours at room... Reactants: COC([C@@H](NC(=O)C1(CCCC1)CC1=CC=C(C=C1)OC)CC1=CC=C(C=C1)N)=O (4-Amino-N-[[1-[(4-methoxyphenyl)methyl]cyclopentyl]carbonyl]-L-phenylalanine methyl ester), ClC1=C(C(=O)Cl)C(=CC=C1)Cl (2,6-dichlorobenzoyl chloride), N1=C(C=CC=C1C)C (2,6-lutidine). The solvent is CCOCC (ether), ClCCl (dichloromethane), ClCCl (dichloromethane). Run at time 4 hour. Yields the product ClC1=C(C(=CC=C1)Cl)C(=O)NC1=CC=C(C[C@H](NC(=O)C2(CCCC2)CC2=CC=C(C=C2)OC)C(=O)O)C=C1 (4-[[(2,6-dichlorophenyl)carbonyl]amino]-N-[[1-[(4-methoxyphenyl)methyl]cyclopentyl]carbonyl]-L-phenylalanine). Isolated yield 29.1%. Reaction SMILES: C[O:2][C:3](=[O:30])[C@H:4]([CH2:22][C:23]1[CH:28]=[CH:27][C:26]([NH2:29])=[CH:25][CH:24]=1)[NH:5][C:6]([C:8]1([CH2:13][C:14]2[CH:19]=[CH:18][C:17]([O:20][CH3:21])=[CH:16][CH:15]=2)[CH2:12][CH2:11][CH2:10][CH2:9]1)=[O:7].[Cl:31][C:32]1[CH:40]=[CH:39][CH:38]=[C:37]([Cl:41])[C:33]=1[C:34](Cl)=[O:35].N1C(C)=CC=CC=1C>ClCCl.CCOCC>[Cl:31][C:32]1[CH:40]=[CH:39][CH:38]=[C:37]([Cl:41])[C:33]=1[C:34]([NH:29][C:26]1[CH:27]=[CH:28][C:23]([CH2:22][C@@H:4]([C:3]([OH:2])=[O:30])[NH:5][C:6]([C:8]2([CH2:13][C:14]3[CH:19]=[CH:18][C:17]([O:20][CH3:21])=[CH:16][CH:15]=3)[CH2:12][CH2:11][CH2:10][CH2:9]2)=[O:7])=[CH:24][CH:25]=1)=[O:35]. Reported procedure: 4-Amino-N-[[1-[(4-methoxyphenyl)methyl]cyclopentyl]carbonyl]-L-phenylalanine methyl ester (66 mg, 0.17 mmol) and 2,6-dichlorobenzoyl chloride (50 mg, 0.23 mmol) were dissolved in 5 mL of dichloromethane and 2,6-lutidine (50 μL, 0.43 mmol) were added. After 4 hours, the mixture was diluted with ether and dichloromethane and washed with 1 N HCl, water, and saturated NaHCO3 and was dried (MgSO4). The crude product was dissolved in methanol (4 mL) and treated with 4 N NaOH (0.1 mL). After 2 hours, t... Starting materials: ClC1=NC=CC(=N1)C1=C(N=C(S1)C(C)C)C=1C=C(C=CC1)NS(=O)(=O)C1=C(C=CC=C1F)F (N-{3-[5-(2-Chloro-4-pyrimidinyl)-2-(1-methylethyl)-1,3-thiazol-4-yl]phenyl}-2,6-difluorobenzenesulfonamide), ClC1=NC=CC(=N1)C1=C(N=C(S1)N1CCOCC1)C=1C(=C(N)C=CC1)F (3-(5-(2-chloropyrimidin-4-yl)-2-morpholinothiazol-4-yl)-2-fluoroaniline), N1(CCOCC1)S(=O)(=O)Cl (4-morpholinesulfonyl chloride). The product is ClC1=NC=CC(=N1)C1=C(N=C(S1)N1CCOCC1)C=1C(=C(C=CC1)NS(=O)(=O)N1CCOCC1)F (N-{3-[5-(2-Chloro-4-pyrimidinyl)-2-(4-morpholinyl)-1,3-thiazol-4-yl]-2-fluorophenyl}-4-morpholinesulfonamide). Reaction SMILES: ClC1N=C(C2SC(C(C)C)=NC=2C2C=C(NS(C3C(F)=CC=CC=3F)(=O)=O)C=CC=2)C=CN=1.[Cl:34][C:35]1[N:40]=[C:39]([C:41]2[S:45][C:44]([N:46]3[CH2:51][CH2:50][O:49][CH2:48][CH2:47]3)=[N:43][C:42]=2[C:52]2[C:53]([F:59])=[C:54]([CH:56]=[CH:57][CH:58]=2)[NH2:55])[CH:38]=[CH:37][N:36]=1.[N:60]1([S:66](Cl)(=[O:68])=[O:67])[CH2:65][CH2:64][O:63][CH2:62][CH2:61]1>>[Cl:34][C:35]1[N:40]=[C:39]([C:41]2[S:45][C:44]([N:46]3[CH2:47][CH2:48][O:49][CH2:50][CH2:51]3)=[N:43][C:42]=2[C:52]2[C:53]([F:59])=[C:54]([NH:55][S:66]([N:60]3[CH2:65][CH2:64][O:63][CH2:62][CH2:61]3)(=[O:68])=[O:67])[CH:56]=[CH:57][CH:58]=2)[CH:38]=[CH:37][N:36]=1. Procedure details: Following a procedure analogous to the procedure described in Intermediate 14 using 3-(5-(2-chloropyrimidin-4-yl)-2-morpholinothiazol-4-yl)-2-fluoroaniline (150 mg, 0.383 mmol) and 4-morpholinesulfonyl chloride (142 mg, 0.766 mmol) the title compound of Step A was obtained as a yellow foam (96 mg, 46% yield). 1H NMR (400 MHz, DMSO-d6) δ ppm 9.78-10.01 (m, 1H), 8.34 (d, J=5.5 Hz, 1H), 7.58 (td, J=7.4, 2.4 Hz, 1H), 7.17-7.41 (m, 2H), 6.57-6.68 (m, 1H), 3.68 (t, J=4.7 Hz, 4H), 3.42-3.63 (m, 8H), 2.... Starting materials: C1CCOC1, Nc1ccc(N2CCOCC2)cc1, CC(=O)Nc1cccc(C(=O)c2ccc3c(c2)C(=CO)C(=O)N3)c1. Product: CC(=O)Nc1cccc(C(=O)c2ccc3c(c2)C(=CNc2ccc(N4CCOCC4)cc2)C(=O)N3)c1. RXN SMILES: [CH2:38]1[O:39][CH2:40][CH2:41][CH2:42]1.[NH2:25][c:26]1[cH:27][cH:28][c:29]([N:32]2[CH2:33][CH2:34][O:35][CH2:36][CH2:37]2)[cH:30][cH:31]1.[OH:1][CH:2]=[C:3]1[C:4](=[O:24])[NH:5][c:6]2[cH:7][cH:8][c:9]([C:12](=[O:13])[c:14]3[cH:15][c:16]([NH:20][C:21]([CH3:22])=[O:23])[cH:17][cH:18][cH:19]3)[cH:10][c:11]21>>[CH:2](=[C:3]1[C:4](=[O:24])[NH:5][c:6]2[cH:7][cH:8][c:9]([C:12](=[O:13])[c:14]3[cH:15][c:16]([NH:20][C:21]([CH3:22])=[O:23])[cH:17][cH:18][cH:19]3)[cH:10][c:11]21)[NH:25][c:26]1[cH:27][cH:28][c:29]([N:32]2[CH2:33][CH2:34][O:35][CH2:36][CH2:37]2)[cH:30][cH:31]1. Starting materials: BrCCCCC12C(N(C=3C=CC=C(C13)CCC2)C)=O (2a-(4-bromobutyl)-1-methyl-2a,3,4,5-tetrahydrobenz[cd]indole-2(1H)-one), OC1(CCNCC1)C1=CC=CC=C1 (4-hydroxy-4-phenylpiperidine), C([O-])(O)=O.[Na+] (sodium bicarbonate). The solvent is C(C)O (ethanol). The product is OC1(CCN(CC1)CCCCC12C(N(C=3C=CC=C(C13)CCC2)C)=O)C2=CC=CC=C2 (2a-[4-(4-Hydroxy-4-phenylpiperidyl)butyl]-1-methyl-2a,3,4,5-tetrahydrobenz[cd]indole-2(1H)-one). Yield: 54.0%. Reaction SMILES: Br[CH2:2][CH2:3][CH2:4][CH2:5][C:6]12[CH2:17][CH2:16][CH2:15][C:13]3[C:14]1=[C:9]([CH:10]=[CH:11][CH:12]=3)[N:8]([CH3:18])[C:7]2=[O:19].[OH:20][C:21]1([C:27]2[CH:32]=[CH:31][CH:30]=[CH:29][CH:28]=2)[CH2:26][CH2:25][NH:24][CH2:23][CH2:22]1.C(=O)(O)[O-].[Na+]>C(O)C>[OH:20][C:21]1([C:27]2[CH:32]=[CH:31][CH:30]=[CH:29][CH:28]=2)[CH2:26][CH2:25][N:24]([CH2:2][CH2:3][CH2:4][CH2:5][C:6]23[CH2:17][CH2:16][CH2:15][C:13]4[C:14]2=[C:9]([CH:10]=[CH:11][CH:12]=4)[N:8]([CH3:18])[C:7]3=[O:19])[CH2:23][CH2:22]1 |f:2.3|. Reported procedure: A mixture of 2a-(4-bromobutyl)-1-methyl-2a,3,4,5-tetrahydrobenz[cd]indole-2(1H)-one (322 mg, 1 mmol), 4-hydroxy-4-phenylpiperidine (210 mg, 1.2 mmol), sodium bicarbonate (102 mg, 1.2 mmol) and ethanol (15 ml) was heated under reflux for 6.3 hours on an oil bath, the reaction solution was cooled, and the thus precipitated crystals were collected by filtration to obtain 226 mg of the title compound (0.54 mmol, 54% in yield). Reactants: N1(C=NC=C1)CCCN(C1=NC2=CC=CC=3C2=C1C=CC3)CCOC (N-(3-(1H-imidazol-1-yl)propyl)-N-(2-methoxyethyl)benz(cd)indol-2-amine), Br (HBr). The product is N1(C=NC=C1)CCCN(C1=NC2=CC=CC=3C2=C1C=CC3)CCO (N-(3-(1H-imidazol-1-yl)propyl)-N-(2-hydroxyethyl)benz(cd)indol-2-amine). RXN SMILES: [N:1]1([CH2:6][CH2:7][CH2:8][N:9]([CH2:22][CH2:23][O:24]C)[C:10]2[C:18]3[CH:19]=[CH:20][CH:21]=[C:16]4[C:17]=3[C:12](=[CH:13][CH:14]=[CH:15]4)[N:11]=2)[CH:5]=[CH:4][N:3]=[CH:2]1.Br>>[N:1]1([CH2:6][CH2:7][CH2:8][N:9]([CH2:22][CH2:23][OH:24])[C:10]2[C:18]3[CH:19]=[CH:20][CH:21]=[C:16]4[C:17]=3[C:12](=[CH:13][CH:14]=[CH:15]4)[N:11]=2)[CH:5]=[CH:4][N:3]=[CH:2]1. Procedure details: Treatment of the compound of Example 127 with refluxing 48% HBr solution results in the demethylation of the compound. Removal of the HBr solution in vacuo and neutralization with alkali hydroxide solution yields the title compound. Starting materials: OC=1C=C(C(=O)OC)C=CC1 (methyl 3-hydroxybenzoate), Cl.ClCCN1CCOCC1 (4-(2-chloroethyl)-morpholine hydrochloride), C([O-])([O-])=O.[K+].[K+] (potassium carbonate). Run in C1(=CC=CC=C1)C (toluene), C(C)(=O)OCC (ethyl acetate). Reaction conditions: time 4 day. Yields the product N1(CCOCC1)CCOC=1C=C(C(=O)OC)C=CC1 (methyl 3-(2-morpholin-4-ylethoxy)benzoate). Yield: 60.6%. Reaction SMILES: [OH:1][C:2]1[CH:3]=[C:4]([CH:9]=[CH:10][CH:11]=1)[C:5]([O:7][CH3:8])=[O:6].Cl.Cl[CH2:14][CH2:15][N:16]1[CH2:21][CH2:20][O:19][CH2:18][CH2:17]1.C(=O)([O-])[O-].[K+].[K+]>C1(C)C=CC=CC=1.C(OCC)(=O)C>[N:16]1([CH2:15][CH2:14][O:1][C:2]2[CH:3]=[C:4]([CH:9]=[CH:10][CH:11]=2)[C:5]([O:7][CH3:8])=[O:6])[CH2:21][CH2:20][O:19][CH2:18][CH2:17]1 |f:1.2,3.4.5|. Procedure: A mixture of methyl 3-hydroxybenzoate (8.0 g, 56 mmol) and 4-(2-chloroethyl)-morpholine hydrochloride (15.7 g, 84 mmol) and potassium carbonate (11.5 g, 83 mmol) in toluene (50 ml) was heated at reflux. After 4 days, the reaction mixture was cooled to room temperature and diluted with ethyl acetate. The organic layer was washed with water and then extracted with dilute hydrochloric acid. The acidic layer was separated, basified with 5 N sodium hydroxide and the product was extracted into ethyl a... The reactants are COc1cccc(CCl)c1, CCO, S=C1NC(c2ccccc2)C(c2ccccc2)N1. Yields the product Cl, COc1cccc(CSC2=NC(c3ccccc3)C(c3ccccc3)N2)c1. Reaction SMILES: [CH3:19][O:20][c:21]1[cH:22][c:23]([CH2:24][Cl:25])[cH:26][cH:27][cH:28]1.[CH3:29][CH2:30][OH:31].[c:1]1([CH:7]2[NH:8][C:9](=[S:18])[NH:10][CH:11]2[c:12]2[cH:13][cH:14][cH:15][cH:16][cH:17]2)[cH:2][cH:3][cH:4][cH:5][cH:6]1>>[ClH:25].[c:1]1([CH:7]2[NH:8][C:9]([S:18][CH2:24][c:23]3[cH:22][c:21]([O:20][CH3:19])[cH:28][cH:27][cH:26]3)=[N:10][CH:11]2[c:12]2[cH:13][cH:14][cH:15][cH:16][cH:17]2)[cH:2][cH:3][cH:4][cH:5][cH:6]1.